describe an organic reaction: reactants, conditions, products, and yield From a dataset of the Open Reaction Database (ORD), a public repository of structured organic reaction records. The reactants are ClC1=NC=C(C(=O)NC2=CC=C(C=C2)OC)C=C1 (6-chloro-N-(4-methoxyphenyl)nicotinamide), ClC1=NC=C(C(=O)NC2=CC=C(C=C2)OC)C=C1 (6-chloro-N-(4-methoxyphenyl)nicotinamide), C1(CC1)CNC(C1=CC(=C(C=C1)C)B1OC(C(O1)(C)C)(C)C)=O (N-(cyclopropylmethyl)-4-methyl-3-(4,4,5,5-tetramethyl-[1,3,2]dioxaborolan-2-yl)-benzamide), C1(CC1)CNC(C1=CC(=C(C=C1)C)B1OC(C(O1)(C)C)(C)C)=O (N-(cyclopropylmethyl)-4-methyl-3-(4,4,5,5-tetramethyl-[1,3,2]dioxaborolan-2-yl)-benzamide). Product: C1(CC1)CNC(=O)C=1C=CC(=C(C1)C1=NC=C(C(=O)NC2=CC=C(C=C2)OC)C=C1)C (6-[5-Cyclopropylmethylcarbamoyl-2-methyl-phenyl]-N-(4-methoxyphenyl)-nicotinamide). As a reaction SMILES: Cl[C:2]1[CH:18]=[CH:17][C:5]([C:6]([NH:8][C:9]2[CH:14]=[CH:13][C:12]([O:15][CH3:16])=[CH:11][CH:10]=2)=[O:7])=[CH:4][N:3]=1.[CH:19]1([CH2:22][NH:23][C:24](=[O:41])[C:25]2[CH:30]=[CH:29][C:28]([CH3:31])=[C:27](B3OC(C)(C)C(C)(C)O3)[CH:26]=2)[CH2:21][CH2:20]1>>[CH:19]1([CH2:22][NH:23][C:24]([C:25]2[CH:26]=[CH:27][C:28]([CH3:31])=[C:29]([C:2]3[CH:18]=[CH:17][C:5]([C:6]([NH:8][C:9]4[CH:14]=[CH:13][C:12]([O:15][CH3:16])=[CH:11][CH:10]=4)=[O:7])=[CH:4][N:3]=3)[CH:30]=2)=[O:41])[CH2:21][CH2:20]1. Procedure: 6-[5-Cyclopropylmethylcarbamoyl-2-methyl-phenyl]-N-(4-methoxyphenyl)-nicotinamide was prepared from 6-chloro-N-(4-methoxyphenyl)nicotinamide (Intermediate 2) and N-cyclopropylmethyl-4-methyl-3-(4,4,5,5-tetramethyl-[1,3,2]dioxaborolan-2-yl)-benzamide (Intermediate 10) using General Method B. LCMS: retention time 3.12 min, MH− 416. NMR: δH [2H6]-DMSO 10.39,(1H, s), 9.21,(1H, d), 8.63,(1H, t), 8.41,(1H, dd), 7.96,(1H, s), 7.86,(1H, d), 7.79,(1H, d), 7.71,(2H, d), 7.44,(1H, d), 6.96,(2H, d), 3.76,(3... Starting materials: CC(=O)N1CCNCC1, CN1CCCC1=O, CCOC(C)=O, CC(c1c(F)cc2c(cnn2C)c1F)c1cnc2ccc(Cl)nn12, [F-], [K+]. Yields the product CC(=O)N1CCN(c2ccc3ncc(C(C)c4c(F)cc5c(cnn5C)c4F)n3n2)CC1. Reaction SMILES: [C:27]([CH3:28])(=[O:29])[N:30]1[CH2:31][CH2:32][NH:33][CH2:34][CH2:35]1.[CH3:36][N:37]1[CH2:38][CH2:39][CH2:40][C:41]1=[O:42].[CH3:43][CH2:44][O:45][C:46]([CH3:47])=[O:48].[Cl:1][c:2]1[cH:3][cH:4][c:5]2[n:6]([n:7]1)[c:8]([CH:11]([CH3:12])[c:13]1[c:14]([F:24])[c:15]3[cH:16][n:17][n:18]([CH3:23])[c:19]3[cH:20][c:21]1[F:22])[cH:9][n:10]2.[F-:25].[K+:26]>>[c:2]1([N:33]2[CH2:32][CH2:31][N:30]([C:27]([CH3:28])=[O:29])[CH2:35][CH2:34]2)[cH:3][cH:4][c:5]2[n:6]([n:7]1)[c:8]([CH:11]([CH3:12])[c:13]1[c:14]([F:24])[c:15]3[cH:16][n:17][n:18]([CH3:23])[c:19]3[cH:20][c:21]1[F:22])[cH:9][n:10]2. Reactants: C(C1=CC=C(C(=O)[O-])C=C1)(=O)OC.[K+] (potassium monomethyl terephthalate), C1(=CC=CC=C1)C (toluene), C(C1=CC=C(C(=O)OCCCC)C=C1)(=O)OCCCC (dibutyl terephthalate), [OH-].[K+] (potassium hydroxide). The solvent is C(CCC)O (1-butanol). Yields the product C(C1=CC=C(C(=O)[O-])C=C1)(=O)OCCCC.[K+] (Potassium Monobutyl Terephthalate). Isolated yield 96.0%. RXN SMILES: C(OC)(=O)C1C=CC(C([O-])=O)=CC=1.[K+:14].[C:15]([O:30]CCCC)(=[O:29])[C:16]1[CH:28]=[CH:27][C:19]([C:20]([O:22][CH2:23][CH2:24][CH2:25][CH3:26])=[O:21])=[CH:18][CH:17]=1.[OH-].[K+].C1(C)C=CC=CC=1>C(O)CCC>[C:20]([O:22][CH2:23][CH2:24][CH2:25][CH3:26])(=[O:21])[C:19]1[CH:27]=[CH:28][C:16]([C:15]([O-:30])=[O:29])=[CH:17][CH:18]=1.[K+:14] |f:0.1,3.4,7.8|. Procedure details: This compound was prepared by the procedure described for potassium monomethyl terephthalate. Typical reagent levels were as follows: dibutyl terephthalate (10.0 g, 0.036 mole), potassium hydroxide (2.1 g, 0.036 mole), 50 ml of toluene and 20 ml of 1-butanol. After workup 9.4 g was recovered which represented a 96% yield. The reactants are C(#C)C1=CC=C(C=C1)I (1-ethynyl-4-iodobenzene), C(C)[Mg]Br (ethylmagnesium bromide), CC(C)(C)OC(=O)N1CCC[C@H]1C(=O)N(C)OC (N-(tert-butoxycarbonyl)-L-proline N′-methoxy-N′-methylamide). Run in C1CCOC1 (THF), C1CCOC1 (THF). Reaction conditions: time 1 hour. Product: IC1=CC=C(C=C1)C#CC(=O)[C@H]1N(CCC1)C(=O)OC(C)(C)C ((S)-tert-butyl 2-(3-(4-iodophenyl)propioloyl)pyrrolidine-1-carboxylate). Isolated yield 56.8%. RXN SMILES: [C:1]([C:3]1[CH:8]=[CH:7][C:6]([I:9])=[CH:5][CH:4]=1)#[CH:2].C([Mg]Br)C.[CH3:14][C:15]([O:18][C:19]([N:21]1[C@H:25]([C:26](N(OC)C)=[O:27])[CH2:24][CH2:23][CH2:22]1)=[O:20])([CH3:17])[CH3:16]>C1COCC1>[I:9][C:6]1[CH:7]=[CH:8][C:3]([C:1]#[C:2][C:26]([C@@H:25]2[CH2:24][CH2:23][CH2:22][N:21]2[C:19]([O:18][C:15]([CH3:17])([CH3:16])[CH3:14])=[O:20])=[O:27])=[CH:4][CH:5]=1. Procedure details: To a solution of 1-ethynyl-4-iodobenzene 6 (0.908 g, 3.98 mmol) in THF (20 mL) at −78° C. was added ethylmagnesium bromide (3M in ether, 1.39 mL, 4.18 mmol). After 10 minutes the cooling bath was removed and the solution was allowed to stir at room temperature for 1 hour. The reaction mixture was then re-cooled to 0° C. and added to a solution of N-(tert-butoxycarbonyl)-L-proline N′-methoxy-N′-methylamide 2 (0.970 g, 3.76 mmol) in THF (10 mL). The reaction mixture was warmed to room temperature ... Reactants: COC(CCCCC1=NC=CC(=C1)CN(C)C)=N (Methyl-5-(4-dimethylaminomethyl-2-pyridyl)pentanoimidate), N#CN (cyanamide). Solvent: CO (methanol). Conditions: time 8 hour. Product: C(#N)NC(CCCCC1=NC=CC(=C1)CN(C)C)=N (N-cyano-5-(4-dimethylaminomethyl-2-pyridyl)pentanoamidine). As a reaction SMILES: CO[C:3](=[NH:18])[CH2:4][CH2:5][CH2:6][CH2:7][C:8]1[CH:13]=[C:12]([CH2:14][N:15]([CH3:17])[CH3:16])[CH:11]=[CH:10][N:9]=1.[N:19]#[C:20][NH2:21]>CO>[C:20]([NH:21][C:3](=[NH:18])[CH2:4][CH2:5][CH2:6][CH2:7][C:8]1[CH:13]=[C:12]([CH2:14][N:15]([CH3:17])[CH3:16])[CH:11]=[CH:10][N:9]=1)#[N:19]. Procedure details: Methyl-5-(4-dimethylaminomethyl-2-pyridyl)pentanoimidate is added to a methanol solution of cyanamide. After standing overnight N-cyano-5-(4-dimethylaminomethyl-2-pyridyl)pentanoamidine is obtained. The reactants are FC1=C(C=CC(=C1)F)N1NC=2[C@@]3(CC[C@H](C2C1=O)C3(C)C)C ((4S,7R)-2-(2,4-difluoro-phenyl)-7,8,8-trimethyl-1,2,4,5,6,7-hexahydro-4,7-methano-indazol-3-one), FC1=C(C=CC(=C1)F)N1NC=2[C@@]3(CC[C@H](C2C1=O)C3(C)C)C ((4S,7R)-2-(2,4-difluoro-phenyl)-7,8,8-trimethyl-1,2,4,5,6,7-hexahydro-4,7-methano-indazol-3-one), BrCCC(C)C (1-bromo-3-methyl-butane). The reagents and catalysts are [I-].C(CCC)[N+](CCCC)(CCCC)CCCC (tetrabutylammonium iodide). Run in CN(C=O)C (dimethylformamide). Reaction conditions: temperature 120 celsius. The product is FC1=C(C=CC(=C1)F)N1N(C=2[C@@]3(CC[C@H](C2C1=O)C3(C)C)C)CCC(C)C ((4S,7R)-2-(2,4-difluoro-phenyl)-7,8,8-trimethyl-1-(3-methyl-butyl)-1,2,4,5,6,7-hexahydro-4,7-methano-indazol-3-one). Yield: 27.7%. As a reaction SMILES: [F:1][C:2]1[CH:7]=[C:6]([F:8])[CH:5]=[CH:4][C:3]=1[N:9]1[C:17](=[O:18])[C:16]2[C@@H:15]3[C:19]([CH3:21])([CH3:20])[C@@:12]([CH3:22])([CH2:13][CH2:14]3)[C:11]=2[NH:10]1.Br[CH2:24][CH2:25][CH:26]([CH3:28])[CH3:27]>[I-].C([N+](CCCC)(CCCC)CCCC)CCC.CN(C)C=O>[F:1][C:2]1[CH:7]=[C:6]([F:8])[CH:5]=[CH:4][C:3]=1[N:9]1[C:17](=[O:18])[C:16]2[C@@H:15]3[C:19]([CH3:21])([CH3:20])[C@@:12]([CH3:22])([CH2:13][CH2:14]3)[C:11]=2[N:10]1[CH2:24][CH2:25][CH:26]([CH3:28])[CH3:27] |f:2.3|. Reported procedure: A mixture of (4S,7R)-2-(2,4-difluoro-phenyl)-7,8,8-trimethyl-1,2,4,5,6,7-hexahydro-4,7-methano-indazol-3-one (Intermediate 14; 600 mg, 1.97 mmol), tetrabutylammonium iodide (770 mg, 2.1 mmol) and 1-bromo-3-methyl-butane (2 mL, 16.7 mmol) in dimethylformamide (6 mL) was heated in an oil-bath at 120° C. for 18 h. The solvent was evaporated and dichloromethane (75 mL) was added. The solution was washed with water (5×20 mL) and aqueous sodium thiosulfate (20 mL), dried (magnesium sulfate), filtered,... The reactants are CC(C)(C)OC(=O)N1CCC(=O)CC1, CO, CN, [H][H]. Yields the product CC(C)(C)OC(=O)N1CCC(CN)CC1. RXN SMILES: [C:1]([CH3:2])([CH3:3])([CH3:4])[O:5][C:6](=[O:7])[N:8]1[CH2:9][CH2:10][C:11](=[O:14])[CH2:12][CH2:13]1.[CH3:15][OH:16].[CH3:19][NH2:20].[H:17][H:18]>>[C:1]([CH3:2])([CH3:3])([CH3:4])[O:5][C:6](=[O:7])[N:8]1[CH2:9][CH2:10][CH:11]([CH2:19][NH2:20])[CH2:12][CH2:13]1.